This data is from the Open Reaction Database (ORD), a public repository of structured organic reaction records. The task is: describe an organic reaction: reactants, conditions, products, and yield Starting materials: CC(C)N1N=CC2=C1N=C(C=C2C(=O)OCC)C2=CC=CC=C2 (Ethyl 1-(1-methylethyl)-6-phenyl-1H-pyrazolo[3,4-b]pyridine-4-carboxylate), C([O-])(O)=O.[Na+] (sodium bicarbonate), BrBr (bromine), BrBr (bromine). Solvent: C(C)(=O)O (acetic acid). Reaction conditions: temperature 80 celsius, time 1 hour. Yields the product BrC1=NN(C=2N=C(C=C(C21)C(=O)OCC)C2=CC=CC=C2)C(C)C (Ethyl 3-bromo-1-(1-methylethyl)-6-phenyl-1H-pyrazolo[3,4-b]pyridine-4-carboxylate). As a reaction SMILES: [CH3:1][CH:2]([N:4]1[C:8]2[N:9]=[C:10]([C:18]3[CH:23]=[CH:22][CH:21]=[CH:20][CH:19]=3)[CH:11]=[C:12]([C:13]([O:15][CH2:16][CH3:17])=[O:14])[C:7]=2[CH:6]=[N:5]1)[CH3:3].[Br:24]Br.C(=O)(O)[O-].[Na+]>C(O)(=O)C>[Br:24][C:6]1[C:7]2[C:12]([C:13]([O:15][CH2:16][CH3:17])=[O:14])=[CH:11][C:10]([C:18]3[CH:19]=[CH:20][CH:21]=[CH:22][CH:23]=3)=[N:9][C:8]=2[N:4]([CH:2]([CH3:3])[CH3:1])[N:5]=1 |f:2.3|. Procedure: Ethyl 1-(1-methylethyl)-6-phenyl-1H-pyrazolo[3,4-b]pyridine-4-carboxylate (120 mg, 0.388 mmol), was suspended in acetic acid (2 mL) followed by addition of bromine (26 μl, 0.504 mmol). The reaction mixture was stirred with heating at 80° C. After 1 h, a second portion of bromine was added (26 μl, 0.504 mmol) and the reaction mixture heated at 80° C. for an additional 2 h. After cooling to room temperature, the solution was added to a saturated aqueous solution of sodium bicarbonate (6 mL) and ex...